The task is: describe an organic reaction: reactants, conditions, products, and yield. This data is from the Open Reaction Database (ORD), a public repository of structured organic reaction records. The reactants are NC1=NC(=C2N=CN(C2=N1)CC(=O)O)Cl (2-amino-6-chloro-9-carboxymethylpurine), [Na] (Sodium), C(C1=CC=CC=C1)O (benzyl alcohol), [OH-].[Na+] (Sodium hydroxide). Run in CN(C)C=O (DMF). Run at temperature 130 celsius, time 8 hour. Product: NC1=NC(=C2N=CN(C2=N1)CC(=O)O)OCC1=CC=CC=C1 (2-Amino-6-benzyloxy-9-carboxymethylpurine). Reaction SMILES: [Na].[NH2:2][C:3]1[N:11]=[C:10]2[C:6]([N:7]=[CH:8][N:9]2[CH2:12][C:13]([OH:15])=[O:14])=[C:5](Cl)[N:4]=1.[OH-].[Na+].[CH2:19]([OH:26])[C:20]1[CH:25]=[CH:24][CH:23]=[CH:22][CH:21]=1>CN(C=O)C>[NH2:2][C:3]1[N:11]=[C:10]2[C:6]([N:7]=[CH:8][N:9]2[CH2:12][C:13]([OH:15])=[O:14])=[C:5]([O:26][CH2:19][C:20]2[CH:25]=[CH:24][CH:23]=[CH:22][CH:21]=2)[N:4]=1 |f:2.3,^1:0|. Procedure: Sodium (2 g 87 mmol) was dissolved in benzyl alcohol (20 mL) and heated to 130° C. for 2 h. After cooling to 0° C., a solution of 2-amino-6-chloro-9-carboxymethylpurine (4.05 g, 18 mmol) in DMF (85 mL) was slowly added, and the resulting suspension stirred overnight at 20° C. Sodium hydroxide solution (1 N, 100 mL) was added and the clear solution was washed with ethyl acetate (3×100 mL). The water phase was then acidified to a pH of 3 with 4 N hydrochloric acid. The precipitate was taken up in ... The reactants are ClCCl, Cl, C1CCC2=NCCCN2CC1, O=C1c2ccccc2C(=O)N1c1n[nH]c2ccc(O)cc12, CC(C)(C)[Si](C)(C)Cl. Yields the product CC(C)(C)[Si](C)(C)Oc1ccc2[nH]nc(N3C(=O)c4ccccc4C3=O)c2c1. Reaction SMILES: [Cl:42][CH2:43][Cl:44].[ClH:41].[N:30]12[CH2:31][CH2:32][CH2:33][N:34]=[C:35]1[CH2:36][CH2:37][CH2:38][CH2:39][CH2:40]2.[OH:1][c:2]1[cH:3][c:4]2[c:5]([N:11]3[C:12](=[O:21])[c:13]4[cH:14][cH:15][cH:16][cH:17][c:18]4[C:19]3=[O:20])[n:6][nH:7][c:8]2[cH:9][cH:10]1.[Si:22]([CH3:23])([CH3:24])([C:25]([CH3:26])([CH3:27])[CH3:28])[Cl:29]>>[O:1]([c:2]1[cH:3][c:4]2[c:5]([N:11]3[C:12](=[O:21])[c:13]4[cH:14][cH:15][cH:16][cH:17][c:18]4[C:19]3=[O:20])[n:6][nH:7][c:8]2[cH:9][cH:10]1)[Si:22]([CH3:23])([CH3:24])[C:25]([CH3:26])([CH3:27])[CH3:28]. Starting materials: C(C1=CC=CC=C1)N1CC(OC2(CCN(CC2)C(=O)OC(C)(C)C)C1)C1=CC=CC=C1 (tert-butyl 10-benzyl-8-phenyl-7-oxa-3,10-diazaspiro[5.5]undecane-3-carboxylate), C(=O)[O-].[NH4+] (ammonium formate). The reagents and catalysts are [OH-].[OH-].[Pd+2] (Pd(OH)2). Run in C(C)O (ethanol). Conditions: temperature 60 celsius. The product is C1(=CC=CC=C1)C1OC2(CCN(CC2)C(=O)OC(C)(C)C)CNC1 (tert-butyl 8-phenyl-7-oxa-3,10-diazaspiro[5.5]undecane-3-carboxylate). The yield is 92.5%. As a reaction SMILES: C([N:8]1[CH2:25][C:12]2([CH2:17][CH2:16][N:15]([C:18]([O:20][C:21]([CH3:24])([CH3:23])[CH3:22])=[O:19])[CH2:14][CH2:13]2)[O:11][CH:10]([C:26]2[CH:31]=[CH:30][CH:29]=[CH:28][CH:27]=2)[CH2:9]1)C1C=CC=CC=1.C([O-])=O.[NH4+]>C(O)C.[OH-].[OH-].[Pd+2]>[C:26]1([CH:10]2[CH2:9][NH:8][CH2:25][C:12]3([CH2:13][CH2:14][N:15]([C:18]([O:20][C:21]([CH3:24])([CH3:22])[CH3:23])=[O:19])[CH2:16][CH2:17]3)[O:11]2)[CH:27]=[CH:28][CH:29]=[CH:30][CH:31]=1 |f:1.2,4.5.6|. Procedure details: To tert-butyl 10-benzyl-8-phenyl-7-oxa-3,10-diazaspiro[5.5]undecane-3-carboxylate (1.58 g, 3.74 mmol) and Pd(OH)2 (280 mg, 0.40 mmol) in ethanol (16 mL) was added ammonium formate (1.10 g, 17.39 mmol) and the reaction mixture was heated to 60° C. for 40 min. The reaction mixture was cooled, filtered, concentrated to 10% of original volume, diluted with ethyl acetate and washed with sat. aq. NaHCO3 (pH 10)/brine. The aqueous was extracted further with ethyl acetate and the combined organics were ... Starting materials: COCCNC1CCCc2c(ccc(N)c2OC)C1, NC(=O)C1C2C=CC(C2)C1Nc1nc(Cl)ncc1Cl. Product: COCCNC1CCCc2c(ccc(Nc3ncc(Cl)c(NC4C5C=CC(C5)C4C(N)=O)n3)c2OC)C1. As a reaction SMILES: [CH3:1][O:2][c:3]1[c:4]([NH2:19])[cH:5][cH:6][c:7]2[c:8]1[CH2:9][CH2:10][CH2:11][CH:12]([NH:14][CH2:15][CH2:16][O:17][CH3:18])[CH2:13]2.[Cl:20][c:21]1[n:22][cH:23][c:24]([Cl:38])[c:25]([NH:27][CH:28]2[CH:29]([C:35](=[O:36])[NH2:37])[CH:30]3[CH:31]=[CH:32][CH:33]2[CH2:34]3)[n:26]1>>[CH3:1][O:2][c:3]1[c:4]([NH:19][c:21]2[n:22][cH:23][c:24]([Cl:38])[c:25]([NH:27][CH:28]3[CH:29]([C:35](=[O:36])[NH2:37])[CH:30]4[CH:31]=[CH:32][CH:33]3[CH2:34]4)[n:26]2)[cH:5][cH:6][c:7]2[c:8]1[CH2:9][CH2:10][CH2:11][CH:12]([NH:14][CH2:15][CH2:16][O:17][CH3:18])[CH2:13]2. Reactants: 2D, C(C)(C)(C)OC(=O)NCC=1C=C(C=CC1)NC(=O)OCCC1=C(C=C(C=C1)B(O)O)Cl (4-(2-(3-((tert-butoxycarbonylamino)methyl)phenylcarbamoyloxy)ethyl)-3-chlorophenylboronic acid), NC=1C=C2C=CN=C(C2=CC1)N(C(=O)OC(C)(C)C)C(=O)OC(C)(C)C (6-Amino-1-(di-tert-butoxycarbonylamino)isoquinoline), O.C(C=O)(=O)O (glyoxylic acid monohydrate). Product: C(C)(C)(C)OC(=O)N(C1=NC=CC2=CC(=CC=C12)NC(C(=O)O)C1=CC(=C(C=C1)CCOC(NC1=CC(=CC=C1)CNC(=O)OC(C)(C)C)=O)Cl)C(=O)OC(C)(C)C (2-(1-(bis(tert-butoxycarbonyl)amino)isoquinolin-6-ylamino)-2-(4-(2-(3-((tert-butoxycarbonylamino)methyl)phenylcarbamoyloxy)ethyl)-3-chlorophenyl)acetic acid). Yield: 86.0%. RXN SMILES: [C:1]([O:5][C:6]([NH:8][CH2:9][C:10]1[CH:11]=[C:12]([NH:16][C:17]([O:19][CH2:20][CH2:21][C:22]2[CH:27]=[CH:26][C:25](B(O)O)=[CH:24][C:23]=2[Cl:31])=[O:18])[CH:13]=[CH:14][CH:15]=1)=[O:7])([CH3:4])([CH3:3])[CH3:2].[NH2:32][C:33]1[CH:34]=[C:35]2[C:40](=[CH:41][CH:42]=1)[C:39]([N:43]([C:51]([O:53][C:54]([CH3:57])([CH3:56])[CH3:55])=[O:52])[C:44]([O:46][C:47]([CH3:50])([CH3:49])[CH3:48])=[O:45])=[N:38][CH:37]=[CH:36]2.O.[C:59]([OH:63])(=[O:62])[CH:60]=O>>[C:54]([O:53][C:51]([N:43]([C:44]([O:46][C:47]([CH3:48])([CH3:49])[CH3:50])=[O:45])[C:39]1[C:40]2[C:35](=[CH:34][C:33]([NH:32][CH:60]([C:25]3[CH:26]=[CH:27][C:22]([CH2:21][CH2:20][O:19][C:17](=[O:18])[NH:16][C:12]4[CH:13]=[CH:14][CH:15]=[C:10]([CH2:9][NH:8][C:6]([O:5][C:1]([CH3:4])([CH3:3])[CH3:2])=[O:7])[CH:11]=4)=[C:23]([Cl:31])[CH:24]=3)[C:59]([OH:63])=[O:62])=[CH:42][CH:41]=2)[CH:36]=[CH:37][N:38]=1)=[O:52])([CH3:57])([CH3:56])[CH3:55] |f:2.3|. Procedure details: Using a procedure analogous to that used to prepare 2D, 61E (350 mg, 0.781 mmol) was reacted with Intermediate 1 and glyoxylic acid monohydrate to afford 61F (547 mg, 86%) as an oil. MS (ESI) m/z 822.0 (M+2 H)+. The reactants are amide, N1=C(C=CC=C1)CN (2-picolylamine), OC=1C(=C2CCC(OC2=C(C1C)C)(C(=O)O)C)C (6-hydroxy-2,5,7,8-tetramethylchroman-2-carboxylic acid), C1=CN(C=N1)C(=O)N2C=CN=C2 (CDI). Product: OC=1C(=C2CCC(OC2=C(C1C)C)(C(=O)NCC1=NC=CC=C1)C)C (6-hydroxy-2,5,7,8-tetramethyl-N-(pyridin-2-ylmethyl)chroman-2-carboxamide). The yield is 85.5%. As a reaction SMILES: [OH:1][C:2]1[C:3]([CH3:18])=[C:4]2[C:9](=[C:10]([CH3:13])[C:11]=1[CH3:12])[O:8][C:7]([CH3:17])([C:14]([OH:16])=O)[CH2:6][CH2:5]2.C1N=CN(C(N2C=NC=C2)=O)C=1.[N:31]1[CH:36]=[CH:35][CH:34]=[CH:33][C:32]=1[CH2:37][NH2:38]>>[OH:1][C:2]1[C:3]([CH3:18])=[C:4]2[C:9](=[C:10]([CH3:13])[C:11]=1[CH3:12])[O:8][C:7]([CH3:17])([C:14]([NH:38][CH2:37][C:32]1[CH:33]=[CH:34][CH:35]=[CH:36][N:31]=1)=[O:16])[CH2:6][CH2:5]2. Reported procedure: Following the amide coupling procedure described in protocol A, 499 mg 6-hydroxy-2,5,7,8-tetramethylchroman-2-carboxylic acid (1.99 mmol), 370 mg CDI (2.28 mmol) and 324 mg 2-picolylamine (3.0 mmol), produced 579 mg of 6-hydroxy-2,5,7,8-tetramethyl-N-(pyridin-2-ylmethyl)chroman-2-carboxamide as a white solid.